The task is: describe an organic reaction: reactants, conditions, products, and yield. This data is from the Open Reaction Database (ORD), a public repository of structured organic reaction records. Reactants: C1CCOC1, CO, COC(=O)c1cc(OC)cc([N+](=O)[O-])c1O. The product is COC(=O)c1cc(OC)cc(N)c1O. Reaction SMILES: [CH2:17]1[O:18][CH2:19][CH2:20][CH2:21]1.[CH3:22][OH:23].[OH:1][c:2]1[c:3]([C:4](=[O:5])[O:6][CH3:7])[cH:8][c:9]([O:15][CH3:16])[cH:10][c:11]1[N+:12]([O-:13])=[O:14]>>[OH:1][c:2]1[c:3]([C:4](=[O:5])[O:6][CH3:7])[cH:8][c:9]([O:15][CH3:16])[cH:10][c:11]1[NH2:12]. Conditions: time 1 hour. Run in C(Cl)Cl (DCM). Starting materials: C(C)(C)(C)OC(=O)N[C@@H](C(=O)N1CCN(CC1)C1=C2C(=NC=C1C(=O)OC)NC=C2)CC2=CC=C(C=C2)Cl ((R)-Methyl 4-(4-(2-(tert-butoxycarbonylamino)-3-(4-chlorophenyl)propanoyl)piperazin-1-yl)-1H-pyrrolo[2,3-b]pyridine-5-carboxylate), C(=O)(C(F)(F)F)O (TFA). Isolated yield 73.8%. Product: N[C@@H](C(=O)N1CCN(CC1)C1=C2C(=NC=C1C(=O)OC)NC=C2)CC2=CC=C(C=C2)Cl ((R)-methyl 4-(4-(2-amino-3-(4-chlorophenyl)propanoyl)piperazin-1-yl)-1H-pyrrolo[2,3-b]pyridine-5-carboxylate). Reaction SMILES: C(OC([NH:8][C@H:9]([CH2:31][C:32]1[CH:37]=[CH:36][C:35]([Cl:38])=[CH:34][CH:33]=1)[C:10]([N:12]1[CH2:17][CH2:16][N:15]([C:18]2[C:23]([C:24]([O:26][CH3:27])=[O:25])=[CH:22][N:21]=[C:20]3[NH:28][CH:29]=[CH:30][C:19]=23)[CH2:14][CH2:13]1)=[O:11])=O)(C)(C)C.C(O)(C(F)(F)F)=O>C(Cl)Cl>[NH2:8][C@H:9]([CH2:31][C:32]1[CH:33]=[CH:34][C:35]([Cl:38])=[CH:36][CH:37]=1)[C:10]([N:12]1[CH2:13][CH2:14][N:15]([C:18]2[C:23]([C:24]([O:26][CH3:27])=[O:25])=[CH:22][N:21]=[C:20]3[NH:28][CH:29]=[CH:30][C:19]=23)[CH2:16][CH2:17]1)=[O:11]. Reported procedure: (R)-Methyl 4-(4-(2-(tert-butoxycarbonylamino)-3-(4-chlorophenyl)propanoyl)piperazin-1-yl)-1H-pyrrolo[2,3-b]pyridine-5-carboxylate (0.025 g, 0.046 mmol) was placed in DCM (3 mL) at room temperature. TFA (0.3 mL) was then added. The reaction was stirred at room temperature for 1 hour and then concentrated. The resulting residue was dissolved in minimal DCM and added to a stirring solution of 1M HCl in ether. The resulting solid (R)-methyl 4-(4-(2-amino-3-(4-chlorophenyl)propanoyl)piperazin-1-yl)-1... Reactants: C(C)(=O)NC1C2(CCCCCC1C(C1=C2C=C(C=C1)OC(C)=O)=O)C (13-Acetylamino-6,7,8,9,10,11-hexahydro-3-acetoxy-5-methyl-5,11-methanobenzocyclodecen-12(5H)-one). Reagents/catalysts: C(C)O (ethanol). Run in Cl (hydrochloric acid). Yields the product NC1C2(CCCCCC1C(C1=C2C=C(C=C1)O)=O)C (13-Amino-6,7,8,9,10,11-hexahydro-3-hydroxy-5-methyl-5,11-methanobenzocyclodecen-12(5H)-one). Yield: 65.0%. RXN SMILES: C([NH:4][CH:5]1[CH:12]2[C:13](=[O:24])[C:14]3[CH:19]=[CH:18][C:17]([O:20]C(=O)C)=[CH:16][C:15]=3[C:6]1([CH3:25])[CH2:7][CH2:8][CH2:9][CH2:10][CH2:11]2)(=O)C>C(O)C.Cl>[NH2:4][CH:5]1[CH:12]2[C:13](=[O:24])[C:14]3[CH:19]=[CH:18][C:17]([OH:20])=[CH:16][C:15]=3[C:6]1([CH3:25])[CH2:7][CH2:8][CH2:9][CH2:10][CH2:11]2. Procedure details: 13-Acetylamino-6,7,8,9,10,11-hexahydro-3-acetoxy-5-methyl-5,11-methanobenzocyclodecen-12(5H)-one (3 g., 0.008 mole) was refluxed with 10 mL of 20% hydrochloric acid in the presence of a few drops of ethanol for 24 hours. The reaction mixture was boiled with 0.5 g. of charcoal, filtered and the solvent was evaporated under reduced pressure. The remaining solid was recrystallized from acetone-ethanol (5:1) to afford 1.5 g. (65% yield) of the title compound as a hydrochloride dihydrate, mp 256°-258...